From a dataset of the Open Reaction Database (ORD), a public repository of structured organic reaction records. describe an organic reaction: reactants, conditions, products, and yield Reactants: NN1C=NC(=C2N3C(N=C12)NC(N3C)=O)C=3OC=CC3 (5-amino-8-(2-furyl)-1-methyl-3H-[1,2,4]triazolo[5,1-f]purin-2-one), CN(C)C=O (DMF), C([O-])([O-])=O.[K+].[K+] (potassium carbonate), CS(=O)(=O)OCC1CN(CC1)C1=CC=C(C=C1)OC ([1-(4-methoxyphenyl)pyrrolidin-3-yl]methyl methanesulfonate). Solvent: O (Water). Reaction conditions: temperature 60 celsius, time 48 hour. Product: NN1C=NC(=C2N3C(N=C12)N(C(N3C)=O)CC3CN(CC3)C3=CC=C(C=C3)OC)C=3OC=CC3 (5-amino-8-(2-furyl)-3-[[1-(4-methoxyphenyl)pyrrolidin-3-yl]methyl]-1-methyl-[1,2,4]triazolo[5,1-f]purin-2-one). Yield: 7.1%. Reaction SMILES: [NH2:1][N:2]1[C:10]2[C:6]([N:7]3[N:13]([CH3:14])[C:12](=[O:15])[NH:11][CH:8]3[N:9]=2)=[C:5]([C:16]2[O:17][CH:18]=[CH:19][CH:20]=2)[N:4]=[CH:3]1.CN(C=O)C.C(=O)([O-])[O-].[K+].[K+].CS(O[CH2:37][CH:38]1[CH2:42][CH2:41][N:40]([C:43]2[CH:48]=[CH:47][C:46]([O:49][CH3:50])=[CH:45][CH:44]=2)[CH2:39]1)(=O)=O>O>[NH2:1][N:2]1[C:10]2[C:6]([N:7]3[N:13]([CH3:14])[C:12](=[O:15])[N:11]([CH2:37][CH:38]4[CH2:42][CH2:41][N:40]([C:43]5[CH:48]=[CH:47][C:46]([O:49][CH3:50])=[CH:45][CH:44]=5)[CH2:39]4)[CH:8]3[N:9]=2)=[C:5]([C:16]2[O:17][CH:18]=[CH:19][CH:20]=2)[N:4]=[CH:3]1 |f:2.3.4|. Procedure: A mixture of 5-amino-8-(2-furyl)-1-methyl-3H-[1,2,4]triazolo[5,1-f]purin-2-one (0.1 g, 0.368 mmol), DMF (3 ml), potassium carbonate (0.76 g, 0.553 mmol) and [1-(4-methoxyphenyl)pyrrolidin-3-yl]methyl methanesulfonate (0.115 g, 0.405 mmol) stirred at 60° C. for 48 hours. Reaction mixture was cooled to 0° C. Water was added and solid obtained was filtered off. The crude product was purified by HPLC/MS to obtain 5-amino-8-(2-furyl)-3-[[1-(4-methoxyphenyl)pyrrolidin-3-yl]methyl]-1-methyl-[1,2,4]tria...